Dataset: the Open Reaction Database (ORD), a public repository of structured organic reaction records. Task: describe an organic reaction: reactants, conditions, products, and yield The reactants are CCOC(C)=O, CCN=C=O, Nc1ccc(S(=O)(=O)Nc2ccc3c(c2)B(O)OC3)c(N)c1, CN(C)C=O. The product is CCNC(=O)Nc1cc(N)ccc1S(=O)(=O)Nc1ccc2c(c1)B(O)OC2. As a reaction SMILES: [CH3:33][CH2:34][O:35][C:36](=[O:37])[CH3:38].[N:23](=[C:24]=[O:25])[CH2:26][CH3:27].[NH2:1][c:2]1[c:3]([S:9](=[O:10])(=[O:11])[NH:12][c:13]2[cH:14][cH:15][c:16]3[c:17]([cH:22]2)[B:18]([OH:21])[O:19][CH2:20]3)[cH:4][cH:5][c:6]([NH2:8])[cH:7]1.[O:28]=[CH:29][N:30]([CH3:31])[CH3:32]>>[NH:1]([c:2]1[c:3]([S:9](=[O:10])(=[O:11])[NH:12][c:13]2[cH:14][cH:15][c:16]3[c:17]([cH:22]2)[B:18]([OH:21])[O:19][CH2:20]3)[cH:4][cH:5][c:6]([NH2:8])[cH:7]1)[C:24]([NH:23][CH2:26][CH3:27])=[O:25]. Reaction SMILES: [I:1][C:2]1[CH:8]=[CH:7][C:5]([NH2:6])=[C:4]([CH3:9])[CH:3]=1.[C:10]1(=O)[CH2:14][CH2:13][CH2:12][CH2:11]1.C(O)(=O)C.C1(C)C=CC(S(O)(=O)=O)=CC=1.[Na].C(O[BH-](OC(=O)C)OC(=O)C)(=O)C>O1CCCC1>[CH:10]1([NH:6][C:5]2[CH:7]=[CH:8][C:2]([I:1])=[CH:3][C:4]=2[CH3:9])[CH2:14][CH2:13][CH2:12][CH2:11]1 |f:4.5,^1:30|. Procedure details: A mixture of 2.5 g (10.7 mmol) of 4-iodo-2-methylaniline, 1.0 ml (11.8 mmol) of cyclo-pentanone, 0.9 ml (16.1 mmol) of glacial acetic acid and 0.1 g of p-toluenesulphonic acid are stirred in 50 ml tetrahydrofuran for 30 minutes. Then 3.1 g (13.9 mmol) of sodium-triacetoxyborohydride are added and the mixture is stirred for a further 26 hours at ambient temperature. The solvent is distilled off and the residue is chromatographed on silica gel, eluting with petroleum ether/ethyl acetate 0 to 10%. Starting materials: IC1=CC(=C(N)C=C1)C (4-iodo-2-methylaniline), C1(CCCC1)=O (cyclo-pentanone), C(C)(=O)O (acetic acid), C1(=CC=C(C=C1)S(=O)(=O)O)C (p-toluenesulphonic acid), [Na].C(C)(=O)O[BH-](OC(C)=O)OC(C)=O (sodium triacetoxyborohydride). Reaction conditions: time 26 hour. The solvent is O1CCCC1 (tetrahydrofuran). Product: C1(CCCC1)NC1=C(C=C(C=C1)I)C (4-cyclopentylamino-3-methyl-iodobenzene). Starting materials: CC(=O)C (acetone), CC(=O)C1=CC=C(C=C1)F (4-fluoroacetophenone), C=O (paraformaldehyde), Cl.CNC (dimethylamine hydrochloride). The solvent is C(C)O (ethanol). The product is Cl.FC1=CC=C(C=C1)CC(CN(C)C)=O (1-(4-fluorophenyl)-3-(N,N-dimethylamino)propanone hydrochloride). Isolated yield 51.0%. RXN SMILES: CC([C:4]1[CH:9]=[CH:8][C:7]([F:10])=[CH:6][CH:5]=1)=O.C=O.[ClH:13].[CH3:14][NH:15][CH3:16].[CH3:17][C:18]([CH3:20])=[O:19]>C(O)C>[ClH:13].[F:10][C:7]1[CH:8]=[CH:9][C:4]([CH2:17][C:18](=[O:19])[CH2:20][N:15]([CH3:16])[CH3:14])=[CH:5][CH:6]=1 |f:2.3,6.7|. Procedure details: A suspension of 4-fluoroacetophenone (8.8 ml, 72.4 mmol), paraformaldehyde (2.9 g, 94.1 mmol), dimethylamine hydrochloride (7.8 g, 96.78 mmol) conc. HCl (1 ml) in ethanol (10 ml) was heated under reflux for 3 hrs. The solution was added to acetone (50 ml), allowed to cool and placed in the fridge overnight. The resulting white solid was filtered washed with acetone (100 ml) and dried over P2O5 under vacuum to give 1-(4-fluorophenyl)-3-(N,N-dimethylamino)propanone hydrochloride 7.82 g, (51%). Starting materials: Nc1ncnn2c(-c3cccc(CCl)c3)cc(-c3ccc4cn(Cc5ccccc5)nc4c3)c12, C1CCNC1, [K+], [K+], [K+], CN(C)C=O, O, O=P([O-])([O-])[O-]. The product is Nc1ncnn2c(-c3cccc(CN4CCCC4)c3)cc(-c3ccc4cn(Cc5ccccc5)nc4c3)c12. RXN SMILES: [CH2:1]([c:2]1[cH:3][cH:4][cH:5][cH:6][cH:7]1)[n:8]1[n:9][c:10]2[cH:11][c:12](-[c:17]3[cH:18][c:19](-[c:27]4[cH:28][c:29]([CH2:33][Cl:34])[cH:30][cH:31][cH:32]4)[n:20]4[n:21][cH:22][n:23][c:24]([NH2:26])[c:25]34)[cH:13][cH:14][c:15]2[cH:16]1.[CH2:43]1[CH2:44][CH2:45][NH:46][CH2:47]1.[K+:40].[K+:41].[K+:42].[O:48]=[CH:49][N:50]([CH3:51])[CH3:52].[OH2:53].[P:35]([O-:36])([O-:37])([O-:38])=[O:39]>>[CH2:1]([c:2]1[cH:3][cH:4][cH:5][cH:6][cH:7]1)[n:8]1[n:9][c:10]2[cH:11][c:12](-[c:17]3[cH:18][c:19](-[c:27]4[cH:28][c:29]([CH2:33][N:46]5[CH2:45][CH2:44][CH2:43][CH2:47]5)[cH:30][cH:31][cH:32]4)[n:20]4[n:21][cH:22][n:23][c:24]([NH2:26])[c:25]34)[cH:13][cH:14][c:15]2[cH:16]1. The reactants are Br, CC(NC(=O)OCc1ccccc1)C(=O)N1CCCC1C(=O)Nc1ccccc1, CC(=O)O. Yields the product Br, CC(N)C(=O)N1CCCC1C(=O)Nc1ccccc1. RXN SMILES: [BrH:30].[CH2:1]([O:2][C:3](=[O:4])[NH:11][CH:12]([CH3:13])[C:14](=[O:15])[N:16]1[CH:17]([C:18](=[O:19])[NH:20][c:21]2[cH:22][cH:23][cH:24][cH:25][cH:26]2)[CH2:27][CH2:28][CH2:29]1)[c:5]1[cH:6][cH:7][cH:8][cH:9][cH:10]1.[CH3:31][C:32](=[O:33])[OH:34]>>[BrH:30].[NH2:11][CH:12]([CH3:13])[C:14](=[O:15])[N:16]1[CH:17]([C:18](=[O:19])[NH:20][c:21]2[cH:22][cH:23][cH:24][cH:25][cH:26]2)[CH2:27][CH2:28][CH2:29]1.